Dataset: the Open Reaction Database (ORD), a public repository of structured organic reaction records. Task: describe an organic reaction: reactants, conditions, products, and yield Procedure: Prepared from 2,5-dibromopyridine and cyclopentanol by the method of Example 10 (b). Reaction SMILES: Br[C:2]1[CH:7]=[CH:6][C:5]([Br:8])=[CH:4][N:3]=1.[CH:9]1([OH:14])[CH2:13][CH2:12][CH2:11][CH2:10]1>>[Br:8][C:5]1[CH:6]=[CH:7][C:2]([O:14][CH:9]2[CH2:13][CH2:12][CH2:11][CH2:10]2)=[N:3][CH:4]=1. The reactants are BrC1=NC=C(C=C1)Br (2,5-dibromopyridine), C1(CCCC1)O (cyclopentanol), ( b ). Yields the product BrC=1C=CC(=NC1)OC1CCCC1 (5-Bromo-2-(cyclopentyloxy)pyridine). The reactants are CC(C)C[Al+]CC(C)C, Cn1c(C(F)(F)F)cc(=O)n(-c2c(F)cc(Cl)c3cc(C=O)oc23)c1=O, [H-], C1CCOC1, O. Yields the product Cn1c(C(F)(F)F)cc(=O)n(-c2c(F)cc(Cl)c3cc(CO)oc23)c1=O. As a reaction SMILES: [CH2:28]([Al+:29][CH2:30][CH:31]([CH3:32])[CH3:33])[CH:34]([CH3:35])[CH3:36].[Cl:1][c:2]1[cH:3][c:4]([F:26])[c:5](-[n:13]2[c:14](=[O:25])[n:15]([CH3:24])[c:16]([C:20]([F:21])([F:22])[F:23])[cH:17][c:18]2=[O:19])[c:6]2[c:7]1[cH:8][c:9]([CH:11]=[O:12])[o:10]2.[H-:27].[O:38]1[CH2:39][CH2:40][CH2:41][CH2:42]1.[OH2:37]>>[Cl:1][c:2]1[cH:3][c:4]([F:26])[c:5](-[n:13]2[c:14](=[O:25])[n:15]([CH3:24])[c:16]([C:20]([F:21])([F:22])[F:23])[cH:17][c:18]2=[O:19])[c:6]2[c:7]1[cH:8][c:9]([CH2:11][OH:12])[o:10]2. Starting materials: C(C(O)C1=CC=CC=C1)(=O)OC (methyl mandelate), CN(C)C1=CC=C(C(C2=CC=C(C=C2)N(C)C)O)C=C1 (4,4'-bis(N,N'-dimethylamino)benzhydrol), COC (methyl ether), solvent, CN(C(N(C)C)=N)C (tetramethylguanidine). Reagents/catalysts: CS(=O)(=O)O (methanesulfonic acid), C(C)(=O)O (acetic acid). Solvent: C1(=CC=CC=C1)C (toluene), CCCCCC (n-hexane), O1CCCC1 (tetrahydrofuran). Yields the product CN(C1=CC=C(C=C1)C(OC(C(=O)OC)C1=CC=CC=C1)C1=CC=C(C=C1)N(C)C)C (Bis(p-dimethylaminophenyl)methoxyphenyl Acetic Acid, Methyl Ester). As a reaction SMILES: [C:1]([O:11][CH3:12])(=[O:10])[CH:2]([C:4]1[CH:9]=[CH:8][CH:7]=[CH:6][CH:5]=1)[OH:3].[CH3:13][N:14]([C:16]1[CH:32]=[CH:31][C:19]([CH:20](O)[C:21]2[CH:26]=[CH:25][C:24]([N:27]([CH3:29])[CH3:28])=[CH:23][CH:22]=2)=[CH:18][CH:17]=1)[CH3:15].COC.CN(C)C(=N)N(C)C>CS(O)(=O)=O.C(O)(=O)C.C1(C)C=CC=CC=1.CCCCCC.O1CCCC1>[CH3:29][N:27]([CH3:28])[C:24]1[CH:23]=[CH:22][C:21]([CH:20]([C:19]2[CH:31]=[CH:32][C:16]([N:14]([CH3:15])[CH3:13])=[CH:17][CH:18]=2)[O:3][CH:2]([C:4]2[CH:9]=[CH:8][CH:7]=[CH:6][CH:5]=2)[C:1]([O:11][CH3:12])=[O:10])=[CH:26][CH:25]=1. Procedure details: A solution of methyl mandelate (97%, 6.44 g, 0.039 mole), 4,4'-bis(N,N'-dimethylamino)benzhydrol, methyl ether (11.0 g, 0.039 mole), 70 ml of tetrahydrofuran, 240 ml of n-hexane, 3 drops of methanesulfonic acid and 10 drops of acetic acid was refluxed for 6 hours, during which time an additional 200 ml of solvent was added. The volume was reduced to 200 ml, and decolorized with tetramethylguanidine and filtered hot. The filtrate was stripped, leaving a light blue clear oil. The oil was dissolved... Starting materials: C(C)(C)(C)OC(=O)NC1=C2C=NN(C2=CC=C1)C(C(=O)OC)C1=CC=C(C=C1)Cl (methyl 2-(4-(tert-butoxycarbonylamino)-1H-indazol-1-yl)-2-(4-chlorophenyl)acetate), C(C)I (EtI), [H-].[Na+] (NaH). The solvent is CN(C)C=O (DMF). Run at time 30 minute. Yields the product C(C)(C)(C)OC(=O)NC1=C2C=NN(C2=CC=C1)C(C(=O)OC)(CC)C1=CC=C(C=C1)Cl (methyl 2-(4-(tert-butoxycarbonylamino)-1H-indazol-1-yl)-2-(4-chlorophenyl)butanoate). Isolated yield 57.0%. As a reaction SMILES: [C:1]([O:5][C:6]([NH:8][C:9]1[CH:17]=[CH:16][CH:15]=[C:14]2[C:10]=1[CH:11]=[N:12][N:13]2[CH:18]([C:23]1[CH:28]=[CH:27][C:26]([Cl:29])=[CH:25][CH:24]=1)[C:19]([O:21][CH3:22])=[O:20])=[O:7])([CH3:4])([CH3:3])[CH3:2].[CH2:30](I)[CH3:31].[H-].[Na+]>CN(C=O)C>[C:1]([O:5][C:6]([NH:8][C:9]1[CH:17]=[CH:16][CH:15]=[C:14]2[C:10]=1[CH:11]=[N:12][N:13]2[C:18]([C:23]1[CH:28]=[CH:27][C:26]([Cl:29])=[CH:25][CH:24]=1)([CH2:30][CH3:31])[C:19]([O:21][CH3:22])=[O:20])=[O:7])([CH3:4])([CH3:2])[CH3:3] |f:2.3|. Reported procedure: The compound from step C (1 g, 2.4 mml) and EtI (42 mg, 2.6 mmol) were dissolved in anhydrous DMF (10 mL) Then NaH (144 mg, 3.6 mmol, 60%) was added to the mixture slowly at 0° C. After 30 minutes, the reaction mixture was quenched by saturate NH4Cl (10 mL), extracted with EA, dried over anhydrous Na2SO4, filtered and the filtrate was concentrated under reduced pressure. The residue was purified by silica gel column (PE:EA=20:1 to 5:1 to give the title compound (0.608 g, 57%). LC/MS m/z=444.1[M+... The reactants are ClC1=NC=CC(=C1Cl)C1=CC=C(C=C1)C (2,3-dichloro-4-p-tolylpyridine), NN (hydrazine). Run in C1CCOC1 (THF). Reaction conditions: temperature 60 celsius. Yields the product ClC=1C(=NC=CC1C1=CC=C(C=C1)C)NN (1-(3-chloro-4-p-tolylpyridin-2-yl)hydrazine). RXN SMILES: Cl[C:2]1[C:7]([Cl:8])=[C:6]([C:9]2[CH:14]=[CH:13][C:12]([CH3:15])=[CH:11][CH:10]=2)[CH:5]=[CH:4][N:3]=1.[NH2:16][NH2:17]>C1COCC1>[Cl:8][C:7]1[C:2]([NH:16][NH2:17])=[N:3][CH:4]=[CH:5][C:6]=1[C:9]1[CH:14]=[CH:13][C:12]([CH3:15])=[CH:11][CH:10]=1. Procedure details: To a stirred solution of 2,3-dichloro-4-p-tolylpyridine (711 mg, 3.0 mmol) in THF (5 mL) at room temperature under argon was added hydrazine (288 mg, 9.0 mmol). The reaction mixture was heated at 60° C. under argon for 5 h. Analysis by HPLC/MS indicated that starting material had been consumed. After cooling the reaction mixture to room temperature, most of the solvent was removed under reduced pressure. Water (25 mL) was added to the residue while stirring. Solid precipitate was collected by fi... Reactants: C1CCOC1, [Li+], [OH-], O, CCOC(=O)CC(Cc1nc(C(=O)NCCCNc2ccccn2)co1)c1ccccc1. The product is O=C(O)CC(Cc1nc(C(=O)NCCCNc2ccccn2)co1)c1ccccc1. RXN SMILES: [CH2:35]1[O:36][CH2:37][CH2:38][CH2:39]1.[Li+:34].[OH-:33].[OH2:40].[c:1]1([CH:7]([CH2:8][C:9](=[O:10])[O:11][CH2:12][CH3:13])[CH2:14][c:15]2[o:16][cH:17][c:18]([C:20](=[O:21])[NH:22][CH2:23][CH2:24][CH2:25][NH:26][c:27]3[n:28][cH:29][cH:30][cH:31][cH:32]3)[n:19]2)[cH:2][cH:3][cH:4][cH:5][cH:6]1>>[c:1]1([CH:7]([CH2:8][C:9](=[O:10])[OH:11])[CH2:14][c:15]2[o:16][cH:17][c:18]([C:20](=[O:21])[NH:22][CH2:23][CH2:24][CH2:25][NH:26][c:27]3[n:28][cH:29][cH:30][cH:31][cH:32]3)[n:19]2)[cH:2][cH:3][cH:4][cH:5][cH:6]1.